From a dataset of the Open Reaction Database (ORD), a public repository of structured organic reaction records. describe an organic reaction: reactants, conditions, products, and yield The yield is 59.9%. The reactants are ClC=1C(=C(C=C(C1)Cl)N)N (3,5-Dichloro-1,2-phenylenediamine), C(C)(C)N=C=S (isopropyl isothiocyanate), CC1=CC=C(C=C1)S(=O)(=O)[O-].C[N+]1(CCOCC1)CCN=C=NC2CCCCC2 (1-cyclohexyl-3-(2-morpholinoethyl) carbodiimide metho-p-toluenesulfonate). Procedure: 3,5-Dichloro-1,2-phenylenediamine (1.30 g, 7.32 mmol), isopropyl isothiocyanate (0.81 g, 8.00 mmol), 1-cyclohexyl-3-(2-morpholinoethyl) carbodiimide metho-p-toluenesulfonate (4.19 g, 9.89 mmol) and pyridine (25 mL) were used according to general procedure I. The product was recrystallized from 1,4-dioxane to afford 1.07 g (60%) of a white solid. Anal. calcd for C10H11Cl2N3-(0.25 C4H8O2): C, 49.64; H, 4.92; N, 15.79. Found: C, 49.54; H, 4.94; N, 15.79. Product: ClC1=CC(=CC=2NC(=NC21)NC(C)C)Cl (4,6-Dichloro-2-(isopropylamino)-1H-benzimidazole). Reaction SMILES: [Cl:1][C:2]1[C:3]([NH2:10])=[C:4]([NH2:9])[CH:5]=[C:6]([Cl:8])[CH:7]=1.[CH:11]([N:14]=[C:15]=S)([CH3:13])[CH3:12].CC1C=CC(S([O-])(=O)=O)=CC=1.C[N+]1(CCN=C=NC2CCCCC2)CCOCC1>N1C=CC=CC=1>[Cl:1][C:2]1[C:3]2[N:10]=[C:15]([NH:14][CH:11]([CH3:13])[CH3:12])[NH:9][C:4]=2[CH:5]=[C:6]([Cl:8])[CH:7]=1 |f:2.3|. Solvent: N1=CC=CC=C1 (pyridine). Yields the product C(C1(O)[C@@H](O)[C@H](O)[C@H](O)CO1)N[C@H](C(C)C)C(=O)N[C@@H](CC(=O)O)C(=O)O (N-(1-deoxyfructopyranos-1-yl)-D-valyl-aspartic acid). Reactants: N1=CC=CC=C1 (pyridine), N[C@H](C(C)C)C(=O)N[C@@H](CC(=O)O)C(=O)O (D-valyl-aspartic acid), O=C[C@H](O)[C@@H](O)[C@H](O)[C@H](O)CO (D-glucose). The reagents and catalysts are [Au] (gold). Run in CO (methanol). Procedure: 300 ml of pyridine and 3 l of methanol were added to 10 g of D-valyl-aspartic acid and 50 g of anhydrous D-glucose, and the stirred mixture was boiled for 2.5 hours. The reactants gradually dissolved during this time, and the reaction mixture assumed a yellow-gold color. After the reaction was complete, the mixture was concentrated in vacuo and further processed as described in Example 9. Freeze-drying resulted in 13.5 g of amorphous N-(1-deoxyfructopyranos-2-yl)-D-valyl-aspartic acid. Conditions: time 2.5 hour. RXN SMILES: N1C=CC=CC=1.[NH2:7][C@@H:8]([C:12]([NH:14][C@H:15]([C:20]([OH:22])=[O:21])[CH2:16][C:17]([OH:19])=[O:18])=[O:13])[CH:9]([CH3:11])[CH3:10].[O:23]=[CH:24][C@@H:25]([C@H:27]([C@@H:29]([C@@H:31]([CH2:33]O)[OH:32])[OH:30])[OH:28])[OH:26]>[Au].CO>[CH2:33]([NH:7][C@@H:8]([C:12]([NH:14][C@H:15]([C:20]([OH:22])=[O:21])[CH2:16][C:17]([OH:19])=[O:18])=[O:13])[CH:9]([CH3:11])[CH3:10])[C:31]1([O:23][CH2:24][C@@H:25]([OH:26])[C@@H:27]([OH:28])[C@@H:29]1[OH:30])[OH:32].